This data is from the Open Reaction Database (ORD), a public repository of structured organic reaction records. The task is: describe an organic reaction: reactants, conditions, products, and yield Procedure: As described for Example 11b, 2-(5-methyl-3-phenyl-isoxazol-4-yl)-imidazo[1,2-a]pyridine-7-carboxylic acid (85 mg, 0.27 mmol) was converted, using 4-aminotetrahydropyran instead of aminomethylcyclopropane, to the title compound (61 mg, 57%) which was obtained as a yellow solid. MS: m/e=403.5 [M+H]+. Product: O1CCC(CC1)NC(=O)C1=CC=2N(C=C1)C=C(N2)C=2C(=NOC2C)C2=CC=CC=C2 (2-(5-Methyl-3-phenyl-isoxazol-4-yl)-imidazo[1,2-a]pyridine-7-carboxylic acid (tetrahydro-pyran-4-yl)-amide). Reactants: CC1=C(C(=NO1)C1=CC=CC=C1)C=1N=C2N(C=CC(=C2)C(=O)O)C1 (2-(5-methyl-3-phenyl-isoxazol-4-yl)-imidazo[1,2-a]pyridine-7-carboxylic acid), NC1CCOCC1 (4-aminotetrahydropyran). The yield is 57.0%. RXN SMILES: [CH3:1][C:2]1[O:6][N:5]=[C:4]([C:7]2[CH:12]=[CH:11][CH:10]=[CH:9][CH:8]=2)[C:3]=1[C:13]1[N:14]=[C:15]2[CH:20]=[C:19]([C:21]([OH:23])=O)[CH:18]=[CH:17][N:16]2[CH:24]=1.[NH2:25][CH:26]1[CH2:31][CH2:30][O:29][CH2:28][CH2:27]1>>[O:29]1[CH2:30][CH2:31][CH:26]([NH:25][C:21]([C:19]2[CH:18]=[CH:17][N:16]3[CH:24]=[C:13]([C:3]4[C:4]([C:7]5[CH:12]=[CH:11][CH:10]=[CH:9][CH:8]=5)=[N:5][O:6][C:2]=4[CH3:1])[N:14]=[C:15]3[CH:20]=2)=[O:23])[CH2:27][CH2:28]1. Starting materials: FC(C1=CC=C(C=C1)C=1C=C(C=NC1)OC1=CC=CC2=C1N=C(S2)N)(F)F (4-[5-(4-trifluoromethyl-phenyl)-pyridin-3-yloxy]-benzothiazol-2-ylamine), C(C)(=O)OC(C)=O (acetic anhydride). Run in N1=CC=CC=C1 (pyridine). Yields the product FC(C1=CC=C(C=C1)C=1C=C(C=NC1)OC1=CC=CC2=C1N=C(S2)NC(C)=O)(F)F (N-{4-[5-(4-trifluoromethyl-phenyl)-pyridin-3-yloxy]-benzothiazol-2-yl}-acetamide). RXN SMILES: [F:1][C:2]([F:27])([F:26])[C:3]1[CH:8]=[CH:7][C:6]([C:9]2[CH:10]=[C:11]([O:15][C:16]3[C:21]4[N:22]=[C:23]([NH2:25])[S:24][C:20]=4[CH:19]=[CH:18][CH:17]=3)[CH:12]=[N:13][CH:14]=2)=[CH:5][CH:4]=1.[C:28](OC(=O)C)(=[O:30])[CH3:29]>N1C=CC=CC=1>[F:27][C:2]([F:1])([F:26])[C:3]1[CH:8]=[CH:7][C:6]([C:9]2[CH:10]=[C:11]([O:15][C:16]3[C:21]4[N:22]=[C:23]([NH:25][C:28](=[O:30])[CH3:29])[S:24][C:20]=4[CH:19]=[CH:18][CH:17]=3)[CH:12]=[N:13][CH:14]=2)=[CH:5][CH:4]=1. Procedure details: A solution of 4-[5-(4-trifluoromethyl-phenyl)-pyridin-3-yloxy]-benzothiazol-2-ylamine (12 mg, 0.031 mmol), acetic anhydride (10 uL, 0.074 mmol) and pyridine (1 mL) was heated at 60° C. for 18 h. The solution was concentrated under an N2 stream and the resulting mixture was purified by prep LC (10-90% CH3CN/H2O modified with 0.1% TFA) to give N-{4-[5-(4-trifluoromethyl-phenyl)-pyridin-3-yloxy]-benzothiazol-2-yl}-acetamide as a white solid [MS (ESI, pos. ion) m/z: 430 (M+1)].